This data is from the Open Reaction Database (ORD), a public repository of structured organic reaction records. The task is: describe an organic reaction: reactants, conditions, products, and yield Reactants: C(C1=CC=CC=C1)C1=CC=NC=C1 (4-benzylpyridine), C(C1=CC=CC=C1)Br (benzyl bromide). Run in CC(=O)C (acetone). Reaction conditions: time 18 hour. Product: [Br-].C(C1=CC=CC=C1)[N+]1=CC=C(C=C1)CC1=CC=CC=C1 (1,4-Bis-benzylpyridinium bromide). The yield is 94.8%. Reaction SMILES: [CH2:1]([C:8]1[CH:13]=[CH:12][N:11]=[CH:10][CH:9]=1)[C:2]1[CH:7]=[CH:6][CH:5]=[CH:4][CH:3]=1.[CH2:14]([Br:21])[C:15]1[CH:20]=[CH:19][CH:18]=[CH:17][CH:16]=1>CC(C)=O>[Br-:21].[CH2:14]([N+:11]1[CH:12]=[CH:13][C:8]([CH2:1][C:2]2[CH:3]=[CH:4][CH:5]=[CH:6][CH:7]=2)=[CH:9][CH:10]=1)[C:15]1[CH:20]=[CH:19][CH:18]=[CH:17][CH:16]=1 |f:3.4|. Procedure details: A solution of 4-benzylpyridine (5.0 g, 29.5 mmol) in anhydrous acetone (25 ml) was treated with benzyl bromide (3.6 ml, 30 mmol) and stirred at room temperature for 18 hours. The precipitate was collected, washed with diethyl ether then dried to give the quaternary salt as a colourless solid (9.52 g, 95%). mp 214°-216° C. δ (360 MHz, D2O) 4.29 (2H, s, CH2), 5.74 (2H, s, CH2), 7.30-7.52 (10H, m, Ar-H), 7.84 (2H, d, J=7Hz, Py-H), 8.68 (2H, d, Py-H). The reactants are O=CC(=O)OCc1ccccc1, ClCCl, CCO, [Mg+2], [N-]=[N+]=NCC1NC(=O)C1NC(=O)COc1ccccc1, O=S(=O)([O-])[O-]. Yields the product O=C(COc1ccccc1)NC1C(=O)NC1CN=CC(=O)OCc1ccccc1. As a reaction SMILES: [C:27]([CH:28]=[O:29])(=[O:30])[O:31][CH2:32][c:33]1[cH:34][cH:35][cH:36][cH:37][cH:38]1.[CH2:42]([Cl:43])[Cl:44].[CH3:39][CH2:40][OH:41].[Mg+2:21].[N:1](=[N+:2]=[N-:3])[CH2:4][CH:5]1[NH:6][C:7](=[O:20])[CH:8]1[NH:9][C:10]([CH2:11][O:12][c:13]1[cH:14][cH:15][cH:16][cH:17][cH:18]1)=[O:19].[O-:22][S:23](=[O:24])(=[O:25])[O-:26]>>[N:1]([CH2:4][CH:5]1[NH:6][C:7](=[O:20])[CH:8]1[NH:9][C:10]([CH2:11][O:12][c:13]1[cH:14][cH:15][cH:16][cH:17][cH:18]1)=[O:19])=[CH:28][C:27](=[O:30])[O:31][CH2:32][c:33]1[cH:34][cH:35][cH:36][cH:37][cH:38]1.